Task: describe an organic reaction: reactants, conditions, products, and yield. Dataset: the Open Reaction Database (ORD), a public repository of structured organic reaction records Starting materials: C1(=CC=CC=C1)C=1N(C=CC1)CCNC(C)=O (N-[2-(2-Phenylpyrrol-1-yl)ethyl]acetamide), C(CO)O (ethylene glycol), [OH-].[K+] (potassium hydroxide), saturated solution, C(\C=C\C(=O)O)(=O)O (fumaric acid). Run in O (water), C(C)O (ethanol). Run at time 24 hour. The product is C(\C=C\C(=O)O)(=O)O.NCCN1C(=CC=C1)C1=CC=CC=C1 (1-(2-aminoethyl)-2-phenylpyrrole fumarate). The yield is 64.0%. RXN SMILES: [C:1]1([C:7]2[N:8]([CH2:12][CH2:13][NH:14]C(=O)C)[CH:9]=[CH:10][CH:11]=2)[CH:6]=[CH:5][CH:4]=[CH:3][CH:2]=1.C(O)CO.[OH-].[K+].[C:24]([OH:31])(=[O:30])/[CH:25]=[CH:26]/[C:27]([OH:29])=[O:28]>O.C(O)C>[C:24]([OH:31])(=[O:30])/[CH:25]=[CH:26]/[C:27]([OH:29])=[O:28].[NH2:14][CH2:13][CH2:12][N:8]1[CH:9]=[CH:10][CH:11]=[C:7]1[C:1]1[CH:6]=[CH:5][CH:4]=[CH:3][CH:2]=1 |f:2.3,7.8|. Reported procedure: N-[2-(2-Phenylpyrrol-1-yl)ethyl]acetamide (0.9 g) and 5 ml of ethylene glycol was added in succession to a solution of 1.0 g of potassium hydroxide in 10 ml of water. The reaction mixture was stirred at the boiling point for 24 hours. The cold mixture was extracted twice with 50 ml of methylene chloride each time, the organic phases were combined and extracted twice with 50 ml of 2N hydrochloric acid each time. The aqueous phases were combined, brought to a pH value of 12 by the addition of 28% ...